From a dataset of the Open Reaction Database (ORD), a public repository of structured organic reaction records. describe an organic reaction: reactants, conditions, products, and yield The reactants are OC1=C(C(N(C2=NC=C(C=C12)I)C)=O)C(CCC(=O)OC)=O (Methyl 4-(4-hydroxy-6-iodo-1-methyl-2-oxo-1,2-dihydro-1,8-naphthyridin-3-yl)-4-oxobutanoate), C(CCC(=O)OC)(=O)OC1=CC(N(C2=NC=C(C=C12)I)C)=O (6-iodo-1-methyl-2-oxo-1,2-dihydro-1,8-naphthyridin-4-yl methyl succinate), C(C)(=O)[O-].[Na+] (sodium acetate). Conditions: temperature 140 celsius. The product is OC1=C(C(N(C2=NC=C(C=C12)I)C)=O)C(CCC(=O)O)=O (4-(4-Hydroxy-6-iodo-1-methyl-2-oxo-1,2-dihydro-1,8-naphthyridin-3-yl)-4-oxobutanoic acid). Yield: 27.0%. As a reaction SMILES: [OH:1][C:2]1[C:11]2[C:6](=[N:7][CH:8]=[C:9]([I:12])[CH:10]=2)[N:5]([CH3:13])[C:4](=[O:14])[C:3]=1[C:15](=[O:22])[CH2:16][CH2:17][C:18]([O:20]C)=[O:19].C(OC1C2C(=NC=C(I)C=2)N(C)C(=O)C=1)(=O)CCC(OC)=O.C([O-])(=O)C.[Na+]>>[OH:1][C:2]1[C:11]2[C:6](=[N:7][CH:8]=[C:9]([I:12])[CH:10]=2)[N:5]([CH3:13])[C:4](=[O:14])[C:3]=1[C:15](=[O:22])[CH2:16][CH2:17][C:18]([OH:20])=[O:19] |f:2.3|. Procedure: Methyl 4-(4-hydroxy-6-iodo-1-methyl-2-oxo-1,2-dihydro-1,8-naphthyridin-3-yl)-4-oxobutanoate. A mixture of 6-iodo-1-methyl-2-oxo-1,2-dihydro-1,8-naphthyridin-4-yl methyl succinate (0.096 g, 0.23 mmol) and sodium acetate (0.019 g, 0.23 mmol) was heated at 140° C. for 5 minutes. The reaction was cooled to room temperature and the solids rinsed with DCM. The filtrate was purified by flash chromatography using EtOAc/hexane to afford the title compound in 27% yield. 1H-NMR (300 MHz, CDCl3) δ ppm 8.85 ...